Dataset: the Open Reaction Database (ORD), a public repository of structured organic reaction records. Task: describe an organic reaction: reactants, conditions, products, and yield Yields the product CC(C)(C)C(=O)Nc1cccc(O)c1S(N)(=O)=O. Reaction SMILES: [CH3:1][C:2]([C:3](=[O:4])[NH:5][c:6]1[c:7]([S:19]([NH2:20])(=[O:21])=[O:22])[c:8]([O:12][CH:13]2[CH2:14][CH2:15][CH2:16][CH2:17][O:18]2)[cH:9][cH:10][cH:11]1)([CH3:23])[CH3:24].[CH3:25][S:26](=[O:27])(=[O:28])[OH:29].[CH3:30][OH:31]>>[CH3:1][C:2]([C:3](=[O:4])[NH:5][c:6]1[c:7]([S:19]([NH2:20])(=[O:21])=[O:22])[c:8]([OH:12])[cH:9][cH:10][cH:11]1)([CH3:23])[CH3:24]. Starting materials: CC(C)(C)C(=O)Nc1cccc(OC2CCCCO2)c1S(N)(=O)=O, CS(=O)(=O)O, CO. Starting materials: NC1=NC(=NS1)/C(/C(=O)NC1[C@@H]2N(C(=C(CS2)C=2SC3=NC=CC=C3N2)C(=S)OC(C2=CC=CC=C2)C2=CC=CC=C2)C1=O)=N/OC (diphenylmethyl 7-{(Z)-2-(5-amino1,2,4-thiadiazol-3-yl)-2-methoxyiminoacetamido}-3-(thiazolo[5,4-b]pyridin-2-yl)thio-3-cephem-4-carboxylate), [Na] (sodium), Example 1 ( d ). Yields the product NC1=NC(=NS1)/C(/C(=O)NC1[C@@H]2N(C(=C(CS2)C=2SC3=NC=CC=C3N2)C(=S)O)C1=O)=N/OC (7-{(Z)-2-(5-amino-1,2,4-thiadiazol-3-yl)-2-methoxyiminoacetamido}-3-(thiazolo[5,4-b]pyridin-2-yl)thio-3-cephem-4-carboxylic acid). The yield is 73.2%. RXN SMILES: [NH2:1][C:2]1[S:6][N:5]=[C:4](/[C:7](=[N:45]/[O:46][CH3:47])/[C:8]([NH:10][CH:11]2[C:43](=[O:44])[N:13]3[C:14]([C:27]([O:29]C(C4C=CC=CC=4)C4C=CC=CC=4)=[S:28])=[C:15]([C:18]4[S:19][C:20]5[C:25]([N:26]=4)=[CH:24][CH:23]=[CH:22][N:21]=5)[CH2:16][S:17][C@H:12]23)=[O:9])[N:3]=1.[Na]>>[NH2:1][C:2]1[S:6][N:5]=[C:4](/[C:7](=[N:45]/[O:46][CH3:47])/[C:8]([NH:10][CH:11]2[C:43](=[O:44])[N:13]3[C:14]([C:27]([OH:29])=[S:28])=[C:15]([C:18]4[S:19][C:20]5[C:25]([N:26]=4)=[CH:24][CH:23]=[CH:22][N:21]=5)[CH2:16][S:17][C@H:12]23)=[O:9])[N:3]=1 |^1:47|. Procedure: Using 335 mg of diphenylmethyl 7-{(Z)-2-(5-amino1,2,4-thiadiazol-3-yl)-2-methoxyiminoacetamido}-3-(thiazolo[5,4-b]pyridin-2-yl)thio-3-cephem-4-carboxylate, the reaction and purification process of Inventive Example 1 (d) was repeated to obtain 187 mg of the title compound as a sodium salt (yield, 70%).